From a dataset of the Open Reaction Database (ORD), a public repository of structured organic reaction records. describe an organic reaction: reactants, conditions, products, and yield The reactants are COC(=O)Cc1cccc(-c2ccc(OCc3ccc(C(F)(F)F)c(OC(=O)OC(C)(C)C)c3C(=O)OC(C)(C)C)cc2)c1C, C1CCNC1, C1CCOC1. The product is COC(=O)Cc1cccc(-c2ccc(OCc3ccc(C(F)(F)F)c(O)c3C(=O)OC(C)(C)C)cc2)c1C. Reaction SMILES: [C:6]([O:7][C:8](=[O:9])[O:13][c:14]1[c:15]([C:16](=[O:17])[O:18][C:19]([CH3:20])([CH3:21])[CH3:22])[c:23]([CH2:31][O:32][c:33]2[cH:34][cH:35][c:36](-[c:39]3[c:40]([CH3:50])[c:41]([CH2:45][C:46](=[O:47])[O:48][CH3:49])[cH:42][cH:43][cH:44]3)[cH:37][cH:38]2)[cH:24][cH:25][c:26]1[C:27]([F:28])([F:29])[F:30])([CH3:10])([CH3:11])[CH3:12].[CH2:1]1[CH2:2][NH:3][CH2:4][CH2:5]1.[O:51]1[CH2:52][CH2:53][CH2:54][CH2:55]1>>[OH:13][c:14]1[c:15]([C:16](=[O:17])[O:18][C:19]([CH3:20])([CH3:21])[CH3:22])[c:23]([CH2:31][O:32][c:33]2[cH:34][cH:35][c:36](-[c:39]3[c:40]([CH3:50])[c:41]([CH2:45][C:46](=[O:47])[O:48][CH3:49])[cH:42][cH:43][cH:44]3)[cH:37][cH:38]2)[cH:24][cH:25][c:26]1[C:27]([F:28])([F:29])[F:30]. Starting materials: O (water), BrC=1C=CC(=NC1)C(=O)NCCC(=O)OCC (Ethyl 3-(5-bromopicolinamido)propanoate), C(=O)C1=C(C=C(C=C1)OC)B(O)O ((2-formyl-5-methoxyphenyl)boronic acid), C(=O)([O-])[O-].[K+].[K+] (K2CO3). Reagents/catalysts: C1=CC=C(C=C1)P([C-]2C=CC=C2)C3=CC=CC=C3.C1=CC=C(C=C1)P([C-]2C=CC=C2)C3=CC=CC=C3.Cl[Pd]Cl.[Fe+2] (Pd(dppf)Cl2). Run in O1CCOCC1 (1,4-dioxane), CCOC(=O)C (EtOAc). The product is C(=O)C1=C(C=C(C=C1)OC)C=1C=CC(=NC1)C(=O)NCCC(=O)OCC (ethyl 3-(5-(2-formyl-5-methoxyphenyl)picolinamido)propanoate). As a reaction SMILES: Br[C:2]1[CH:3]=[CH:4][C:5]([C:8]([NH:10][CH2:11][CH2:12][C:13]([O:15][CH2:16][CH3:17])=[O:14])=[O:9])=[N:6][CH:7]=1.[CH:18]([C:20]1[CH:25]=[CH:24][C:23]([O:26][CH3:27])=[CH:22][C:21]=1B(O)O)=[O:19].C([O-])([O-])=O.[K+].[K+].O>O1CCOCC1.CCOC(C)=O.C1C=CC(P(C2C=CC=CC=2)[C-]2C=CC=C2)=CC=1.C1C=CC(P(C2C=CC=CC=2)[C-]2C=CC=C2)=CC=1.Cl[Pd]Cl.[Fe+2]>[CH:18]([C:20]1[CH:25]=[CH:24][C:23]([O:26][CH3:27])=[CH:22][C:21]=1[C:2]1[CH:3]=[CH:4][C:5]([C:8]([NH:10][CH2:11][CH2:12][C:13]([O:15][CH2:16][CH3:17])=[O:14])=[O:9])=[N:6][CH:7]=1)=[O:19] |f:2.3.4,8.9.10.11|. Procedure: Ethyl 3-(5-bromopicolinamido)propanoate (1.0 g, 3.3 mmol), (2-formyl-5-methoxyphenyl)boronic acid (777 mg, 4.3 mmol), Pd(dppf)Cl2 (364 mg, 0.5 mmol), and K2CO3 (918 mg, 6.6 mmol) were dissolved in 1,4-dioxane (20 mL) and water (5 mL) and heated to 80° C. After 2 h the resulting mixture was cooled to room temperature, diluted with EtOAc washed with water and brine, dried (Na2SO4), concentrated and purified via column chromatography to yield the title compound.